From a dataset of the Open Reaction Database (ORD), a public repository of structured organic reaction records. describe an organic reaction: reactants, conditions, products, and yield Starting materials: C(#N)C1=C(C=CC=C1)CCC1=C(OCCC2N(CCC2)C)C=CC=C1 (2-(2-{2-[2-(2-cyanophenyl)ethyl]phenoxy}ethyl)-1-methylpyrrolidine), Cl (hydrogen chloride). Run in O1CCOCC1 (dioxane), solution, O1CCOCC1 (dioxane). The product is Cl.C(#N)C1=C(C=CC=C1)CCC1=C(OCCC2N(CCC2)C)C=CC=C1 (2-(2-{2-[2-(2-Cyanophenyl)ethyl]phenoxy}ethyl)-1-methylpyrrolidine hydrochloride). The yield is 76.0%. As a reaction SMILES: [C:1]([C:3]1[CH:8]=[CH:7][CH:6]=[CH:5][C:4]=1[CH2:9][CH2:10][C:11]1[CH:25]=[CH:24][CH:23]=[CH:22][C:12]=1[O:13][CH2:14][CH2:15][CH:16]1[CH2:20][CH2:19][CH2:18][N:17]1[CH3:21])#[N:2].[ClH:26]>O1CCOCC1>[ClH:26].[C:1]([C:3]1[CH:8]=[CH:7][CH:6]=[CH:5][C:4]=1[CH2:9][CH2:10][C:11]1[CH:25]=[CH:24][CH:23]=[CH:22][C:12]=1[O:13][CH2:14][CH2:15][CH:16]1[CH2:20][CH2:19][CH2:18][N:17]1[CH3:21])#[N:2] |f:3.4|. Procedure: 0.201 g of 2-(2-{2-[2-(2-cyanophenyl)ethyl]phenoxy}ethyl)-1-methylpyrrolidine [prepared as described in step (a) above] was dissolved in a small amount of dioxane, and 0.25 ml of a 4N solution of hydrogen chloride in dioxane was added to the solution. The mixture was then concentrated by distillation under reduced pressure, and the resulting oil was dissolved in 10 ml of ethyl acetate and allowed to stand at room temperature. The crystals which precipitated were collected by filtration and dried... Reactants: CO (Methanol), CSC(C(=O)OC)(C)C=1SC(=CC1)C(C1=CC=CC=C1)(OC)OC (methyl α-methylthio-α-[5-(α,α-dimethoxybenzyl)-2-thienyl]propionate), Cl (hydrochloric acid). Run in O (water). Yields the product CSC(C(=O)OC)(C)C=1SC(=CC1)C(C1=CC=CC=C1)=O (methyl α-methylthio-α-(5-benzoyl-2-thienyl)propionate). The yield is 97.2%. Reaction SMILES: CO.[CH3:3][S:4][C:5]([C:11]1[S:12][C:13]([C:16](OC)([O:23]C)[C:17]2[CH:22]=[CH:21][CH:20]=[CH:19][CH:18]=2)=[CH:14][CH:15]=1)([CH3:10])[C:6]([O:8][CH3:9])=[O:7].Cl>O>[CH3:3][S:4][C:5]([C:11]1[S:12][C:13]([C:16](=[O:23])[C:17]2[CH:18]=[CH:19][CH:20]=[CH:21][CH:22]=2)=[CH:14][CH:15]=1)([CH3:10])[C:6]([O:8][CH3:9])=[O:7]. Procedure details: Methanol (5 ml) and 1 ml of water were added to 887 mg of methyl α-methylthio-α-[5-(α,α-dimethoxybenzyl)-2-thienyl]propionate, and 0.2 ml of conc. hydrochloric acid was added. The mixture was heated under reflux for 1 hour. After cooling, the mixture was concentrated under reduced pressure. The residue was chromatographed on a silica gel column using benzene as an eluent to afford 754 mg of methyl α-methylthio-α-(5-benzoyl-2-thienyl)propionate as an oil in a yield of 97%. The reactants are [BH4-], CC(=O)OCC12CCC(=O)C=C1CCC1C3CCC(=O)C3(C)CCC12, CC(=O)O, CO, [Na+]. The product is CC(=O)OCC12CCC(=O)C=C1CCC1C2CCC2(C)C(O)CCC12. As a reaction SMILES: [BH4-:26].[C:1]([CH3:2])(=[O:3])[O:4][CH2:5][C:6]12[CH2:7][CH2:8][C:9](=[O:25])[CH:10]=[C:11]1[CH2:12][CH2:13][CH:14]1[CH:15]3[CH2:16][CH2:17][C:18](=[O:24])[C:19]3([CH3:20])[CH2:21][CH2:22][CH:23]21.[CH3:28][C:29](=[O:30])[OH:31].[CH3:32][OH:33].[Na+:27]>>[C:1]([CH3:2])(=[O:3])[O:4][CH2:5][C:6]12[CH2:7][CH2:8][C:9](=[O:25])[CH:10]=[C:11]1[CH2:12][CH2:13][CH:14]1[CH:15]3[CH2:16][CH2:17][CH:18]([OH:24])[C:19]3([CH3:20])[CH2:21][CH2:22][CH:23]21. The reactants are C(C1=CC=CC=C1)N(C(CCl)=O)CC(O)C1(OCCO1)C (2-[2-(N-benzyl-N-chloroacetylamino)-1-hydroxyethyl]-2-methyl-1,3-dioxolane), [H-].[Na+] (sodium hydride), ice water, C(C)(=O)OCC (ethyl acetate). Run in O1CCCC1 (tetrahydrofuran), O1CCCC1 (tetrahydrofuran). Yields the product C(C1=CC=CC=C1)N1CC(OCC1=O)C1(OCCO1)C (4-benzyl-2-(2-methyl-1,3-dioxolan-2-yl)-5-oxomorpholine). Yield: 98.3%. Reaction SMILES: [H-].[Na+].[CH2:3]([N:10]([CH2:15][CH:16]([C:18]1([CH3:23])[O:22][CH2:21][CH2:20][O:19]1)[OH:17])[C:11](=[O:14])[CH2:12]Cl)[C:4]1[CH:9]=[CH:8][CH:7]=[CH:6][CH:5]=1.C(OCC)(=O)C>O1CCCC1>[CH2:3]([N:10]1[C:11](=[O:14])[CH2:12][O:17][CH:16]([C:18]2([CH3:23])[O:22][CH2:21][CH2:20][O:19]2)[CH2:15]1)[C:4]1[CH:9]=[CH:8][CH:7]=[CH:6][CH:5]=1 |f:0.1|. Procedure: To a suspension of sodium hydride (60% in oil, 0.75 g) in tetrahydrofuran (50 ml) was added a solution of 2-[2-(N-benzyl-N-chloroacetylamino)-1-hydroxyethyl]-2-methyl-1,3-dioxolane (5.35 g) in tetrahydrofuran (15 ml) under ice-cooling. The mixture was heated under reflux for 4 hours and poured into a mixture of ice-water (100 ml) and ethyl acetate (150 ml). The organic layer was separated, dried over magnesium sulfate, and concentrated under reduced pressure to give a syrup. The syrup was subjec... Starting materials: C1CCOC1, COC(=O)c1ccc(C(=O)C#Cc2cc(-c3cccs3)c(OC)cc2OC)cc1, CO, [Na+], [OH-], O. Product: COc1cc(OC)c(-c2cccs2)cc1C#CC(=O)c1ccc(C(=O)O)cc1. Reaction SMILES: [CH2:32]1[O:33][CH2:34][CH2:35][CH2:36]1.[CH3:1][O:2][C:3]([c:4]1[cH:5][cH:6][c:7]([C:10]([C:11]#[C:12][c:13]2[c:14]([O:26][CH3:27])[cH:15][c:16]([O:24][CH3:25])[c:17](-[c:19]3[s:20][cH:21][cH:22][cH:23]3)[cH:18]2)=[O:28])[cH:8][cH:9]1)=[O:29].[CH3:37][OH:38].[Na+:31].[OH-:30].[OH2:39]>>[O:2]=[C:3]([c:4]1[cH:5][cH:6][c:7]([C:10]([C:11]#[C:12][c:13]2[c:14]([O:26][CH3:27])[cH:15][c:16]([O:24][CH3:25])[c:17](-[c:19]3[s:20][cH:21][cH:22][cH:23]3)[cH:18]2)=[O:28])[cH:8][cH:9]1)[OH:29]. Reaction conditions: temperature 25 celsius, time 14 hour. As a reaction SMILES: [CH2:1]1[O:3][CH2:2]1.[CH3:4][O:5][C:6]([C:8]1[CH:9]=[C:10]([CH3:27])[C:11]2[O:17][C:16]3[C:18]([Cl:23])=[CH:19][C:20]([NH2:22])=[CH:21][C:15]=3[CH2:14][S:13](=[O:25])(=[O:24])[C:12]=2[CH:26]=1)=[O:7].C(=O)(O)[O-].[Na+].[C:33](O)(=[O:35])[CH3:34]>O.C1COCC1>[CH3:4][O:5][C:6]([C:8]1[CH:9]=[C:10]([CH3:27])[C:11]2[O:17][C:16]3[C:18]([Cl:23])=[CH:19][C:20]([N:22]([CH2:2][CH2:1][OH:3])[CH2:34][CH2:33][OH:35])=[CH:21][C:15]=3[CH2:14][S:13](=[O:25])(=[O:24])[C:12]=2[CH:26]=1)=[O:7] |f:2.3|. Reactants: C([O-])(O)=O.[Na+] (sodium bicarbonate), aqueous solution, C1CO1 (Ethylene oxide), COC(=O)C=1C=C(C2=C(S(CC3=C(O2)C(=CC(=C3)N)Cl)(=O)=O)C1)C (2-Amino-4-chloro-6-methyl-10,10-dioxo-10,11-dihydro-5-oxa-10lambda*6*-thia-dibenzo[a,d]cycloheptene-8-carboxylic acid methyl ester), C(C)(=O)O (acetic acid). Yields the product COC(=O)C=1C=C(C2=C(S(CC3=C(O2)C(=CC(=C3)N(CCO)CCO)Cl)(=O)=O)C1)C (2-[Bis-(2-hydroxy-ethyl)-amino]-4-chloro-6-methyl-10,10-dioxo-10,11-dihydro-5-oxa-10lambda*6*-thia-dibenzo[a,d]cycloheptene-8-carboxylic acid methyl ester). Procedure details: Ethylene oxide (120 mL) was added to a stirred solution of compound of Example 1 (4.5 g, 12.26 mmol) in acetic acid (50 mL), water (50 mL) and THF (20 mL) mixture at −70° C., over a period of 1 h and then stirred at 25° C. for 14 h. The reaction mixture was cooled; pH was adjusted to 7 using 10% aqueous solution of sodium bicarbonate. The reaction mixture was extracted with ethyl acetate (3×250 mL). Combined organic layer was washed with brine (2×100 mL) and dried over sodium sulphate. Solvent w... The solvent is O (water), C1CCOC1 (THF). Reactants: C(C(C)(C)C)(=O)OCI (iodomethyl pivalate), CC=1C=CC(=CC1NC=2N=CC=C(N2)C=3C=CC=NC3)NC(=O)C=4C=CC(=CC4)CN5CCN(CC5)C (Imatinib), CC1=C(C=C(C=C1)NC(C1=CC=C(C=C1)CN1CCN(CC1)C)=O)NC1=NC=CC(=N1)C=1C=NC=CC1 (N-(4-methyl-3-((4-(pyridin-3-yl)pyrimidin-2-yl)amino)phenyl)-4-((4-methylpiperazin-1-yl)methyl)benzamide), [ 148 ]. Solvent: ClCCl (dichloromethane). Run at time 3.5 hour. Yields the product [I-].C[N+]1(CCN(CC1)CC1=CC=C(C=C1)C(NC1=CC(=C(C=C1)C)NC1=NC=CC(=N1)C=1C=NC=CC1)=O)COC(C(C)(C)C)=O (1-methyl-4-(4-((4-methyl-3-((4-(pyridin-3-yl)pyrimidin-2-yl)amino)phenyl)carbamoyl)benzyl)-1-((pivaloyloxy)methyl)piperazin-1-ium iodide), [ 41 ]. Yield: 27.0%. Reaction SMILES: [CH3:1][C:2]1[CH:3]=[CH:4][C:5]([NH:21][C:22]([C:24]2[CH:25]=[CH:26][C:27]([CH2:30][N:31]3[CH2:36][CH2:35][N:34]([CH3:37])[CH2:33][CH2:32]3)=[CH:28][CH:29]=2)=[O:23])=[CH:6][C:7]=1[NH:8][C:9]1[N:10]=[CH:11][CH:12]=[C:13]([C:15]2[CH:16]=[CH:17][CH:18]=[N:19][CH:20]=2)[N:14]=1.[C:38]([O:44][CH2:45][I:46])(=[O:43])[C:39]([CH3:42])([CH3:41])[CH3:40]>ClCCl>[I-:46].[CH3:37][N+:34]1([CH2:45][O:44][C:38](=[O:43])[C:39]([CH3:42])([CH3:41])[CH3:40])[CH2:33][CH2:32][N:31]([CH2:30][C:27]2[CH:28]=[CH:29][C:24]([C:22](=[O:23])[NH:21][C:5]3[CH:4]=[CH:3][C:2]([CH3:1])=[C:7]([NH:8][C:9]4[N:14]=[C:13]([C:15]5[CH:20]=[N:19][CH:18]=[CH:17][CH:16]=5)[CH:12]=[CH:11][N:10]=4)[CH:6]=3)=[CH:25][CH:26]=2)[CH2:36][CH2:35]1 |f:3.4|. Reported procedure: Imatinib, N-(4-methyl-3-((4-(pyridin-3-yl)pyrimidin-2-yl)amino)phenyl)-4-((4-methylpiperazin-1-yl)methyl)benzamide, [148] (0.100 g, 0.2 mmol, 1 eq) was dissolved in dichloromethane (10 ml) in a 25 ml two-necked round bottom flask, and iodomethyl pivalate [40] (0.049 g, 0.2 mmol, 1 eq) was added at RT. After stirring for 3-4 hours, the precipitate formed was filtered and washed with DCM to give the product, 1-methyl-4-(4-((4-methyl-3-((4-(pyridin-3-yl)pyrimidin-2-yl)amino)phenyl)carbamoyl)benzyl)...